This data is from the Open Reaction Database (ORD), a public repository of structured organic reaction records. The task is: describe an organic reaction: reactants, conditions, products, and yield Reactants: CI, CC(C)(C)OC(=O)N1C(c2cccc(OCc3ccccc3F)c2)CCC12CCNC2=O, [H-], [Na+], CN(C)C=O. Yields the product CN1CCC2(CCC(c3cccc(OCc4ccccc4F)c3)N2C(=O)OC(C)(C)C)C1=O. RXN SMILES: [CH3:35][I:36].[F:1][c:2]1[c:3]([CH2:8][O:9][c:10]2[cH:11][c:12]([CH:16]3[N:17]([C:26](=[O:27])[O:28][C:29]([CH3:30])([CH3:31])[CH3:32])[C:18]4([CH2:19][CH2:20]3)[C:21](=[O:25])[NH:22][CH2:23][CH2:24]4)[cH:13][cH:14][cH:15]2)[cH:4][cH:5][cH:6][cH:7]1.[H-:34].[Na+:33].[O:37]=[CH:38][N:39]([CH3:40])[CH3:41]>>[F:1][c:2]1[c:3]([CH2:8][O:9][c:10]2[cH:11][c:12]([CH:16]3[N:17]([C:26](=[O:27])[O:28][C:29]([CH3:30])([CH3:31])[CH3:32])[C:18]4([CH2:19][CH2:20]3)[C:21](=[O:25])[N:22]([CH3:35])[CH2:23][CH2:24]4)[cH:13][cH:14][cH:15]2)[cH:4][cH:5][cH:6][cH:7]1. The reactants are [BH4-].[K+] (potassium borohydride), C1CCOC1 (THF), [N+](=O)([O-])C1=CC=C(C=C1)SC=1C=C(C=CC1)Br (3-(p-nitrobenzenethioxy)bromobenzene), [BH4-].[K+] (potassium borohydride). Reaction conditions: temperature 20 celsius, time 20 minute. Product: NC1=CC=C(C=C1)SC=1C=C(C=CC1)Br (3-(p-aminobenzenethioxy)bromobenzene). The yield is 100.9%. As a reaction SMILES: C1COCC1.[N+:6]([C:9]1[CH:14]=[CH:13][C:12]([S:15][C:16]2[CH:17]=[C:18]([Br:22])[CH:19]=[CH:20][CH:21]=2)=[CH:11][CH:10]=1)([O-])=O.[BH4-].[K+]>CO>[NH2:6][C:9]1[CH:10]=[CH:11][C:12]([S:15][C:16]2[CH:17]=[C:18]([Br:22])[CH:19]=[CH:20][CH:21]=2)=[CH:13][CH:14]=1 |f:2.3|. Procedure: To a THF (15 mL) solution of 3-(p-nitrobenzenethioxy)bromobenzene (2.0 g, 6.4 mmol), prepared as in step 1, was added methanol (50 mL) and CuC1 (0.89 g, 99%, 9.0 mmol). The solution was cooled to ~10° C. in an icebath and solid potassium borohydride (1.13 g, 21 mmol) was added in small portions while maintaining the reaction temperature below 20° C. After complete addition of potassium borohydride the icebath was removed. The reaction was judged to be complete after 20 min and was quenched by ad... Solvent: CO (methanol). Reactants: CC(C)(C)S (2-Methyl-2-propanethiol), C[Si](C)(C)[N-][Si](C)(C)C.[Li+] (lithium bis(trimethylsilyl)amide), CC1=CC=C(C=C1)S(=O)(=O)[O-].C(C=C)[C@@]1(C2=[N+]([C@@H]([C@H](C1)C1=CC(=CC=C1)Cl)C1=CC(=C(C=C1)Cl)F)[C@H](CO2)C2CC2)C ((3S,5S,6R,8S)-8-Allyl-5-(4-chloro-3-fluorophenyl)-6-(3-chlorophenyl)-3-cyclopropyl-8-methyl-2,3,5,6,7,8-hexahydrooxazolo[3,2-α]pyridin-4-ium 4-methylbenzenesulfonate). The solvent is O1CCCC1 (tetrahydrofuran), O1CCCC1 (tetrahydrofuran). Reaction conditions: temperature 60 celsius, time 30 minute. The product is C(C=C)[C@@]1(C(N([C@@H]([C@H](C1)C1=CC(=CC=C1)Cl)C1=CC(=C(C=C1)Cl)F)[C@H](CSC(C)(C)C)C1CC1)=O)C ((3S,5R,6S)-3-Allyl-1-((S)-2-(tert-butylthio)-1-cyclopropylethyl)-6-(4-chloro-3-fluorophenyl)-5-(3-chlorophenyl)-3-methylpiperidin-2-one). Reaction SMILES: [CH3:1][C:2]([SH:5])([CH3:4])[CH3:3].C[Si]([N-][Si](C)(C)C)(C)C.[Li+].CC1C=CC(S([O-])(=O)=O)=CC=1.[CH2:27]([C@@:30]1([CH3:57])[CH2:35][C@H:34]([C:36]2[CH:41]=[CH:40][CH:39]=[C:38]([Cl:42])[CH:37]=2)[C@@H:33]([C:43]2[CH:48]=[CH:47][C:46]([Cl:49])=[C:45]([F:50])[CH:44]=2)[N+:32]2[C@@H:51]([CH:54]3[CH2:56][CH2:55]3)[CH2:52][O:53][C:31]1=2)[CH:28]=[CH2:29]>O1CCCC1>[CH2:27]([C@@:30]1([CH3:57])[CH2:35][C@H:34]([C:36]2[CH:41]=[CH:40][CH:39]=[C:38]([Cl:42])[CH:37]=2)[C@@H:33]([C:43]2[CH:48]=[CH:47][C:46]([Cl:49])=[C:45]([F:50])[CH:44]=2)[N:32]([C@@H:51]([CH:54]2[CH2:55][CH2:56]2)[CH2:52][S:5][C:2]([CH3:4])([CH3:3])[CH3:1])[C:31]1=[O:53])[CH:28]=[CH2:29] |f:1.2,3.4|. Procedure: 2-Methyl-2-propanethiol (15.25 mL, 135 mmol, dried over activated 4 Å molecular sieves) was added to a solution of lithium bis(trimethylsilyl)amide in tetrahydrofuran (1.0 M, 135 mL, 135 mmol) at room temperature under argon in a 500 mL round-bottomed flask. The reaction mixture was heated to 60° C. After 30 minutes, a solution of (3S,5S,6R,8S)-8-allyl-5-(4-chloro-3-fluorophenyl)-6-(3-chlorophenyl)-3-cyclopropyl-8-methyl-2,3,5,6,7,8-hexahydrooxazolo[3,2-60 ]pyridin-4-ium 4-methylbenzenesulfonate... Starting materials: C(C)(C)(C)OC(=O)N1CCC(CC1)N (4-amino-piperidine-1-carboxylic acid tert-butyl ester), C(C)(C)N(CC)C(C)C (diisopropylethylamine), ClC1=NN=C(S1)C#N (5-chloro-[1,3,4]thiadiazole-2-carbonitrile). Solvent: C(C)#N (acetonitrile). Product: C(C)(C)(C)OC(=O)N1CCC(CC1)NC=1SC(=NN1)C#N (4-(5-Cyano-[1,3,4]thiadiazol-2-ylamino)-piperidine-1-carboxylic acid tert-butyl ester). The yield is 91.1%. RXN SMILES: Cl[C:2]1[S:6][C:5]([C:7]#[N:8])=[N:4][N:3]=1.[C:9]([O:13][C:14]([N:16]1[CH2:21][CH2:20][CH:19]([NH2:22])[CH2:18][CH2:17]1)=[O:15])([CH3:12])([CH3:11])[CH3:10].C(N(C(C)C)CC)(C)C>C(#N)C>[C:9]([O:13][C:14]([N:16]1[CH2:21][CH2:20][CH:19]([NH:22][C:2]2[S:6][C:5]([C:7]#[N:8])=[N:4][N:3]=2)[CH2:18][CH2:17]1)=[O:15])([CH3:12])([CH3:10])[CH3:11]. Procedure details: A mixture of 5-chloro-[1,3,4]thiadiazole-2-carbonitrile (0.5 g, 3.44 mmol) (prepared by a procedure similar to that described in U.S. Pat. No. 5,736,545), and 4-amino-piperidine-1-carboxylic acid tert-butyl ester (0.69 g, 3.44 mmol) and diisopropylethylamine (0.72 ml, 4.13 mmol) in acetonitrile (10 ml) was stirred at 130° C. for 30 min., under microwave irradiation. After this period, the solvent was evaporated in vacuo. The crude product was dissolved in dichloromethane and extracted with a sat...